This data is from the Open Reaction Database (ORD), a public repository of structured organic reaction records. The task is: describe an organic reaction: reactants, conditions, products, and yield The reactants are CSC=1C=CC2=C(C(=NCC=3N2C(=NN3)CCl)C3=CC=CC=C3)C1 (8-methylthio-1-(chloromethyl)-6-phenyl-4H-s-triazolo[4,3-a][1,4]benzodiazepine), CN(O)C (N,N-dimethylhydroxylamine), [H-].[Na+] (sodium hydride). Solvent: CN(C=O)C (dimethylformamide). The product is CSC=1C=CC2=C(C(=NCC=3N2C(=NN3)CN(C)C)C3=CC=CC=C3)C1 (8-methylthio-1-[(dimethylamino)methyl]-6-phenyl-4H-s-triazolo [4,3-a][1,4]benzodiazepine), oxide. As a reaction SMILES: [CH3:1][S:2][C:3]1[CH:4]=[CH:5][C:6]2[N:12]3[C:13]([CH2:16]Cl)=[N:14][N:15]=[C:11]3[CH2:10][N:9]=[C:8]([C:18]3[CH:23]=[CH:22][CH:21]=[CH:20][CH:19]=3)[C:7]=2[CH:24]=1.[CH3:25][N:26]([CH3:28])O.[H-].[Na+]>CN(C)C=O>[CH3:1][S:2][C:3]1[CH:4]=[CH:5][C:6]2[N:12]3[C:13]([CH2:16][N:26]([CH3:28])[CH3:25])=[N:14][N:15]=[C:11]3[CH2:10][N:9]=[C:8]([C:18]3[CH:23]=[CH:22][CH:21]=[CH:20][CH:19]=3)[C:7]=2[CH:24]=1 |f:2.3|. Procedure details: In the manner given in Example 15, 8-methylthio-1-(chloromethyl)-6-phenyl-4H-s-triazolo[4,3-a][1,4]benzodiazepine is treated with a cold mixture of N,N-dimethylhydroxylamine and sodium hydride in dimethylformamide to give 8-methylthio-1-[(dimethylamino)methyl]-6-phenyl-4H-s-triazolo [4,3-a][1,4]benzodiazepine, N1 -oxide. Reactants: CC#N, CCOC1OC(=O)CC1NC(=O)C1CCCC2CC=CCC(NC(=O)c3ccccc3)C(=O)N21, O, O=C(O)C(F)(F)F. Yields the product O=C1CC(NC(=O)C2CCCC3CC=CCC(NC(=O)c4ccccc4)C(=O)N32)C(O)O1. RXN SMILES: [C:43](#[N:44])[CH3:45].[CH2:1]([CH3:2])[O:3][CH:4]1[O:5][C:6](=[O:34])[CH2:7][CH:8]1[NH:9][C:10](=[O:11])[CH:12]1[CH2:13][CH2:14][CH2:15][CH:16]2[N:17]1[C:18](=[O:33])[CH:19]([NH:24][C:25]([c:26]1[cH:27][cH:28][cH:29][cH:30][cH:31]1)=[O:32])[CH2:20][CH:21]=[CH:22][CH2:23]2.[OH2:42].[OH:35][C:36]([C:37]([F:38])([F:39])[F:40])=[O:41]>>[OH:3][CH:4]1[O:5][C:6](=[O:34])[CH2:7][CH:8]1[NH:9][C:10](=[O:11])[CH:12]1[CH2:13][CH2:14][CH2:15][CH:16]2[N:17]1[C:18](=[O:33])[CH:19]([NH:24][C:25]([c:26]1[cH:27][cH:28][cH:29][cH:30][cH:31]1)=[O:32])[CH2:20][CH:21]=[CH:22][CH2:23]2. Starting materials: COc1ccc(Br)cn1, CC(C)(C)OC(=O)N1CC2CC1CN2. Yields the product COc1ccc(N2CC3CC2CN3C(=O)OC(C)(C)C)cn1. Reaction SMILES: [CH3:15][O:16][c:17]1[n:18][cH:19][c:20]([Br:23])[cH:21][cH:22]1.[CH:1]12[N:2]([C:8](=[O:9])[O:10][C:11]([CH3:12])([CH3:13])[CH3:14])[CH2:3][CH:4]([NH:5][CH2:6]1)[CH2:7]2>>[CH:1]12[N:2]([C:8](=[O:9])[O:10][C:11]([CH3:12])([CH3:13])[CH3:14])[CH2:3][CH:4]([N:5]([c:20]3[cH:19][n:18][c:17]([O:16][CH3:15])[cH:22][cH:21]3)[CH2:6]1)[CH2:7]2. Reactants: Cc1nn(CC2CCC(NC(=O)OC(C)(C)C)CC2)c(C)c1C, CO, Cl, C1COCCO1. Product: Cc1nn(CC2CCC(N)CC2)c(C)c1C. Reaction SMILES: [C:1]([O:2][C:3](=[O:4])[NH:7][CH:8]1[CH2:9][CH2:10][CH:11]([CH2:14][n:15]2[n:16][c:17]([CH3:22])[c:18]([CH3:21])[c:19]2[CH3:20])[CH2:12][CH2:13]1)([CH3:5])([CH3:6])[CH3:23].[CH3:25][OH:26].[ClH:24].[O:27]1[CH2:28][CH2:29][O:30][CH2:31][CH2:32]1>>[NH2:7][CH:8]1[CH2:9][CH2:10][CH:11]([CH2:14][n:15]2[n:16][c:17]([CH3:22])[c:18]([CH3:21])[c:19]2[CH3:20])[CH2:12][CH2:13]1. Reactants: Brc1cccs1, O=C([O-])[O-], CCOC(C)=O, COc1ccc(F)cc1B(O)O, [K+], [K+], C1COCCO1, O. Yields the product COc1ccc(F)cc1-c1cccs1. As a reaction SMILES: [Br:19][c:20]1[s:21][cH:22][cH:23][cH:24]1.[C:25](=[O:26])([O-:27])[O-:28].[CH3:32][CH2:33][O:34][C:35](=[O:36])[CH3:37].[CH3:7][O:8][c:9]1[c:10]([B:16]([OH:17])[OH:18])[cH:11][c:12]([F:15])[cH:13][cH:14]1.[K+:29].[K+:30].[O:1]1[CH2:2][CH2:3][O:4][CH2:5][CH2:6]1.[OH2:31]>>[CH3:7][O:8][c:9]1[c:10](-[c:20]2[s:21][cH:22][cH:23][cH:24]2)[cH:11][c:12]([F:15])[cH:13][cH:14]1. Reactants: CCCCCCBr, O=C([O-])[O-], O=C(O)C(=O)O, Clc1nsnc1C12CCCN(CC1)C2, [K+], [K+], [Na+], CN(C)C=O, O, O, [SH-]. Product: O=C(O)C(=O)O, CCCCCCSc1nsnc1C12CCCN(CC1)C2. Reaction SMILES: [Br:30][CH2:31][CH2:32][CH2:33][CH2:34][CH2:35][CH3:36].[C:24](=[O:25])([O-:26])[O-:27].[C:4]([C:5](=[O:6])[OH:7])(=[O:8])[OH:9].[Cl:10][c:11]1[n:12][s:13][n:14][c:15]1[C:16]12[CH2:17][CH2:18][CH2:19][N:20]([CH2:21][CH2:22]1)[CH2:23]2.[K+:28].[K+:29].[Na+:3].[O:37]=[CH:38][N:39]([CH3:40])[CH3:41].[OH2:1].[OH2:42].[SH-:2]>>[C:4]([C:5](=[O:6])[OH:7])(=[O:8])[OH:9].[S:2]([c:11]1[n:12][s:13][n:14][c:15]1[C:16]12[CH2:17][CH2:18][CH2:19][N:20]([CH2:21][CH2:22]1)[CH2:23]2)[CH2:31][CH2:32][CH2:33][CH2:34][CH2:35][CH3:36]. Starting materials: CCOC(Cc1ccc(-c2cccc(NC)n2)cc1)C(=O)OC, CCN(C(C)C)C(C)C, O=C(Cl)Oc1ccc([N+](=O)[O-])cc1, ClCCl, O. Product: CCOC(Cc1ccc(-c2cccc(N(C)C(=O)Oc3ccc([N+](=O)[O-])cc3)n2)cc1)C(=O)OC. RXN SMILES: [CH2:23]([CH3:24])[O:25][CH:26]([C:27](=[O:28])[O:29][CH3:30])[CH2:31][c:32]1[cH:33][cH:34][c:35](-[c:38]2[n:39][c:40]([NH:44][CH3:45])[cH:41][cH:42][cH:43]2)[cH:36][cH:37]1.[CH:14]([N:15]([CH:16]([CH3:17])[CH3:18])[CH2:19][CH3:20])([CH3:21])[CH3:22].[Cl:1][C:2](=[O:3])[O:4][c:5]1[cH:6][cH:7][c:8]([N+:11](=[O:12])[O-:13])[cH:9][cH:10]1.[Cl:47][CH2:48][Cl:49].[OH2:46]>>[C:2](=[O:3])([O:4][c:5]1[cH:6][cH:7][c:8]([N+:11](=[O:12])[O-:13])[cH:9][cH:10]1)[N:44]([c:40]1[n:39][c:38](-[c:35]2[cH:34][cH:33][c:32]([CH2:31][CH:26]([O:25][CH2:23][CH3:24])[C:27](=[O:28])[O:29][CH3:30])[cH:37][cH:36]2)[cH:43][cH:42][cH:41]1)[CH3:45]. RXN SMILES: CO[C:3](=[O:11])[C@@H:4]([CH2:9][OH:10])[NH:5][C:6](=[O:8])[CH3:7].[CH2:12]([NH2:19])[C:13]1[CH:18]=[CH:17][CH:16]=[CH:15][CH:14]=1>C(OC)(C)(C)C>[C:6]([NH:5][C@H:4]([CH2:9][OH:10])[C:3]([NH:19][CH2:12][C:13]1[CH:18]=[CH:17][CH:16]=[CH:15][CH:14]=1)=[O:11])(=[O:8])[CH3:7]. Yields the product C(C)(=O)N[C@@H](C(=O)NCC1=CC=CC=C1)CO ((R)-2-acetamido-N-benzyl-3-hydroxy-propionamide). Reported procedure: N-Acetyl-D-serine methyl ester (25 g, 0.155 mole) was dissolved in benzylamine (33.2 g, 0.3101 mole) at 0-5° C. The reaction mixture was allowed to room temperature and stirred for 12 hr. To the thick colorless precipitate formed was added 300 ml methyl tert-butyl ether and stirred for 6 hr. The product was filtered and dried under vacuum to obtain (R)-2-acetamido-N-benzyl-3-hydroxy-propionamide (30.0 g, Yield: 82%, HPLC: 98.9, Chiral HPLC: 96.2%). The reactants are COC([C@H](NC(C)=O)CO)=O (N-Acetyl-D-serine methyl ester), C(C1=CC=CC=C1)N (benzylamine). Solvent: C(C)(C)(C)OC (methyl tert-butyl ether). Conditions: time 12 hour. Isolated yield 81.9%. Starting materials: [N+](=O)([O-])[O-].[Na+] (sodium nitrate), Br (hydrobromic acid), CC1(CCC(C2=CC(=CC=C12)N)=O)C (4,4-dimethyl-7-amino-1-tetralone), [N+](=O)([O-])[O-].[Na+] (sodium nitrate). Reagents/catalysts: [Cu]Br (copper (I) bromide). The solvent is S(O)(O)(=O)=O (sulfuric acid), C(C)(=O)O (acetic acid), O (water), S(O)(O)(=O)=O (sulfuric acid), C(C)(=O)O (acetic acid), C(C)(=O)O (acetic acid). Reaction conditions: temperature 10 celsius. The product is CC1(CCC(C2=CC(=CC=C12)Br)=O)C (4,4-Dimethyl-7-bromo-1-tetralone). Reaction SMILES: [N+]([O-])([O-])=O.[Na+].[CH3:6][C:7]1([CH3:19])[C:16]2[C:11](=[CH:12][C:13](N)=[CH:14][CH:15]=2)[C:10](=[O:18])[CH2:9][CH2:8]1.[BrH:20]>S(=O)(=O)(O)O.C(O)(=O)C.O.[Cu]Br>[CH3:6][C:7]1([CH3:19])[C:16]2[C:11](=[CH:12][C:13]([Br:20])=[CH:14][CH:15]=2)[C:10](=[O:18])[CH2:9][CH2:8]1 |f:0.1|. Procedure: To a cooled (10° C.) stirred solution of sodium nitrate (2.18 g, 13.92 mmol) in concentrated sulfuric acid (28.4 mL) and glacial acetic acid (26.27 mL) [prepared by adding sodium nitrate to cooled (10° C.) concentrated sulfuric acid, heating to dissolve, recooling and then adding glacial acetic acid] was added a solution of 4,4-dimethyl-7-amino-1-tetralone (XII) (5.0 g, 26.46 mmol) in glacial acetic acid (89 mL) over 10 mintues. The resulting solution was added slowly (over 10 minutes) to a heat... Reactants: COC=1C=C(/C=C/C(=O)O)C=CC1O[Si](C)(C)C(C)(C)C (trans-3-methoxy-4-tert-butyldimethylsilyloxy-cinnamic acid), C(C)(=S)OCC (ethyl thioacetate). Solvent: C(C)(=O)OCC (ethyl acetate). Yields the product C(C)OC(CC(\C=C\C1=CC(=C(C=C1)O[Si](C)(C)C(C)(C)C)OC)=O)=S ((E)-ethyl-5-(3-methoxy-4-tert-butyldimethylsilyloxyphenyl)-3-oxopent-4-enothioate). The yield is 60.0%. RXN SMILES: [CH3:1][O:2][C:3]1[CH:4]=[C:5]([CH:11]=[CH:12][C:13]=1[O:14][Si:15]([C:18]([CH3:21])([CH3:20])[CH3:19])([CH3:17])[CH3:16])/[CH:6]=[CH:7]/[C:8]([OH:10])=O.[C:22]([O:25][CH2:26][CH3:27])(=[S:24])[CH3:23]>C(OCC)(=O)C>[CH2:26]([O:25][C:22](=[S:24])[CH2:23][C:8](=[O:10])/[CH:7]=[CH:6]/[C:5]1[CH:11]=[CH:12][C:13]([O:14][Si:15]([C:18]([CH3:21])([CH3:20])[CH3:19])([CH3:17])[CH3:16])=[C:3]([O:2][CH3:1])[CH:4]=1)[CH3:27]. Procedure: The title compound was prepared in the same manner as in Step 1 of Example C-1, except that an equimolar amount of each of trans-3-methoxy-4-tert-butyldimethylsilyloxy-cinnamic acid prepared in Step 1 of Example C-10 and ethyl thioacetate was used in place of trans-cinnamic acid and ethyl acetate.